Dataset: the Open Reaction Database (ORD), a public repository of structured organic reaction records. Task: describe an organic reaction: reactants, conditions, products, and yield Starting materials: C[N-]C.C[N-]C.C[N-]C.C[N-]C.[Ti+4] (titanium tetrakis(dimethylamide)), C[Si](C)(C)C[Li] (trimethylsilylmethyllithium). The solvent is CCCCC (pentane), CCCCC (pentane). Run at time 1 hour. Product: C[N-]C.C[N-]C.C[N-]C.C[Si](C)(C)C[Ti+3] (trimethylsilylmethyltitanium tris(dimethylamide)). Yield: 17.4%. RXN SMILES: [CH3:1][N-:2][CH3:3].[CH3:4][N-:5][CH3:6].[CH3:7][N-:8][CH3:9].C[N-]C.[Ti+4:13].[CH3:14][Si:15]([CH2:18][Li])([CH3:17])[CH3:16]>CCCCC>[CH3:1][N-:2][CH3:3].[CH3:4][N-:5][CH3:6].[CH3:7][N-:8][CH3:9].[CH3:14][Si:15]([CH2:18][Ti+3:13])([CH3:17])[CH3:16] |f:0.1.2.3.4,7.8.9.10|. Reported procedure: To a stirred solution of 4.20 g of titanium tetrakis(dimethylamide) in about 10 ml of pentane was added a solution of 1.77 g of trimethylsilylmethyllithium in pentane. Lithium dimethylamide precipitated immediately. The mixture was stirred for 1 hour and filtered, pentane was removed from the filtrate by rotary evaporation, and the residual pale-yellow oil was distilled through a short still-head under reduced pressure, to give 0.87 g of trimethylsilylmethyltitanium tris(dimethylamide), bp 55° C... Starting materials: N#N.C(C1=CC=CC=C1)OC(=O)[C@@]1(N(C[C@@H](C1)NC(=O)OC(C)(C)C)C(C)(C)C)C(=O)N (N2 (benzyloxycarbonyl)-4(R)-(tert.butoxyformamido)-N1 -tert.butyl-L-prolinamide). The reagents and catalysts are [Pd] (palladium-on-carbon). Run in C(C)O (ethanol). The product is C(C)(C)(C)OC(=O)N[C@@H]1C[C@H](N(C1)C(C)(C)C)C(=O)N (4(R)-(tert.butoxyformamido)-N1 -tert.butyl-L-prolinamide). Isolated yield 106.6%. Reaction SMILES: N#N.C(OC([C@@:13]1([C:30]([NH2:32])=[O:31])[CH2:17][C@@H:16]([NH:18][C:19]([O:21][C:22]([CH3:25])([CH3:24])[CH3:23])=[O:20])[CH2:15][N:14]1[C:26]([CH3:29])([CH3:28])[CH3:27])=O)C1C=CC=CC=1>C(O)C.[Pd]>[C:22]([O:21][C:19]([NH:18][C@H:16]1[CH2:15][N:14]([C:26]([CH3:29])([CH3:28])[CH3:27])[C@H:13]([C:30]([NH2:32])=[O:31])[CH2:17]1)=[O:20])([CH3:25])([CH3:23])[CH3:24] |f:0.1|. Procedure details: 0.25 g of N2 -(benzyloxycarbonyl)-4(R)-(tert.butoxyformamido)-N1 -tert.butyl-L-prolinamide was dissolved in ethanol and hydrogenated over 0.1 g of 10% palladium-on-carbon at room temperature and under atmospheric pressure for 4 hours. The catalyst was filtered off and the filtrate-was evaporated to give 0.17 g of 4(R)-(tert.butoxyformamido)-N1 -tert.butyl-L-prolinamide as a glass which was used without further purification. Reactants: COC=1C=C2C=C(CCC2=CC1OC)C(=O)O (6,7-dimethoxy-1,2-dihydro-3-naphthoic acid), S(=O)(Cl)Cl (thionyl chloride). Solvent: C1(=CC=CC=C1)C (toluene). Product: COC=1C=C2C=C(CCC2=CC1OC)C(=O)Cl (6,7-dimethoxy-1,2-dihydro-3-naphthoyl chloride). RXN SMILES: [CH3:1][O:2][C:3]1[CH:4]=[C:5]2[C:10](=[CH:11][C:12]=1[O:13][CH3:14])[CH2:9][CH2:8][C:7]([C:15]([OH:17])=O)=[CH:6]2.S(Cl)([Cl:20])=O>C1(C)C=CC=CC=1>[CH3:1][O:2][C:3]1[CH:4]=[C:5]2[C:10](=[CH:11][C:12]=1[O:13][CH3:14])[CH2:9][CH2:8][C:7]([C:15]([Cl:20])=[O:17])=[CH:6]2. Reported procedure: Using 6,7-dimethoxy-1,2-dihydro-3-naphthoic acid (0.8 g), toluene (8 ml) and thionyl chloride (2 ml), a reaction as that described in Example 5 is carried out to give 6,7-dimethoxy-1,2-dihydro-3-naphthoyl chloride. This product is dissolved in N,N-dimethylformamide (3 ml). The solution is added dropwise to a mixture of 1-(3,4,5-trimethoxybenzyl) homopiperazine dihydrochloride (1.2 g), triethylamine (1.36 g) and N,N-dimethylformamide (5 ml) with stirring under ice-cooling. The resulting mixture i... Starting materials: BrC1=CC=C(C=C1)[C@@H]1[C@H](C1)C(=O)N(C)C ((1S,2S)-2-(4-bromophenyl)-N,N-dimethylcyclopropanecarboxamide), C1CCOC1 (THF). Product: BrC1=CC=C(C=C1)[C@@H]1[C@H](C1)CN(C)C (1-((1S,2S)-2-(4-bromophenyl)cyclopropyl)-N,N-dimethylmethanamine). Reaction SMILES: [Br:1][C:2]1[CH:7]=[CH:6][C:5]([C@H:8]2[CH2:10][C@@H:9]2[C:11]([N:13]([CH3:15])[CH3:14])=O)=[CH:4][CH:3]=1.C1COCC1>>[Br:1][C:2]1[CH:3]=[CH:4][C:5]([C@H:8]2[CH2:10][C@@H:9]2[CH2:11][N:13]([CH3:15])[CH3:14])=[CH:6][CH:7]=1. Reported procedure: Following the general procedure, reaction of 6d (3.22 g assayed, 12.0 mmol) with 1 M BH3 in THF (42.0 mL, 42.0 mmol) afforded 7d in an assayed yield of 2.21 g (8.7 mmol, 73% assay yield, 99% peak area). A sample was concentrated in vacuo to an oil to provide the standard. Starting materials: mixture, CC(CNC(CC(C(CC(C)C)NC(OC(C)(C)C)=O)OC1OCCCC1)=O)CC ([4-[(2-methylbutyl)amino]-1-(2-methylpropyl)-4-oxo-2-[(tetrahydro-2H-pyran-2-yl)oxy] butyl]carbamic acid, 1,1-dimethylethyl ester), Cl (hydrogen chloride). The solvent is ClCCl (dichloromethane). Run at time 2 hour. Yields the product NC(C(CC(=O)NCC(CC)C)O)CC(C)C (4-amino-3-hydroxy-6-methyl-N(2-methylbutyl)-heptanamide). As a reaction SMILES: [CH3:1][CH:2]([CH2:29][CH3:30])[CH2:3][NH:4][C:5](=[O:28])[CH2:6][CH:7]([O:21]C1CCCCO1)[CH:8]([NH:13]C(=O)OC(C)(C)C)[CH2:9][CH:10]([CH3:12])[CH3:11].Cl>ClCCl>[NH2:13][CH:8]([CH2:9][CH:10]([CH3:11])[CH3:12])[CH:7]([OH:21])[CH2:6][C:5]([NH:4][CH2:3][CH:2]([CH3:1])[CH2:29][CH3:30])=[O:28]. Reported procedure: A solution of 3 g (7 mmol) of a mixture of [1S-[1R*,2R*(R*),4(R*)]] and [1S-[1R*,2R*(S*),4(R*)]][4-[(2-methylbutyl)amino]-1-(2-methylpropyl)-4-oxo-2-[(tetrahydro-2H-pyran-2-yl)oxy] butyl]carbamic acid, 1,1-dimethylethyl ester in 75 ml of dichloromethane is treated with 25 ml of methanolic hydrogen chloride solution and stirred at room temperature for 2 hours. The mixture is evaporated and the resulting gum is partitioned between diethyl ether and 0.5N hydrochloric acid solution. The aqueous laye... Reactants: ClC1=C(C(=CC=C1)Cl)[N+](=O)[O-] (2,6-dichloronitrobenzene), C(O)CN (ethanolamine). Reaction conditions: temperature 98 celsius. Product: OCCNC1=C(C(=CC=C1)NCCO)[N+](=O)[O-] (2-(β-hydroxyethyl)amino-6-(β-hydroxyethyl)aminonitrobenzene). Reaction SMILES: Cl[C:2]1[CH:7]=[CH:6][CH:5]=[C:4](Cl)[C:3]=1[N+:9]([O-:11])=[O:10].[CH2:12]([CH2:14][NH2:15])[OH:13]>>[OH:13][CH2:12][CH2:14][NH:15][C:2]1[CH:7]=[CH:6][CH:5]=[C:4]([NH:15][CH2:14][CH2:12][OH:13])[C:3]=1[N+:9]([O-:11])=[O:10]. Reported procedure: 0.25 mole (48 g) of 2,6-dichloronitrobenzene, prepared according to the method described by Alexander McKillop and Jonathan A. Tarbin in Tetrahedron Letters, Vol. 24 No. 14, page 1505 (1983), is added to 200 ml of ethanolamine. The mixture is heated to 98° C. for 8 hours. The reaction mixture is poured onto ice. After phase separation, the precipitate is taken up in the minimum quantity of ethanol, with stirring. After dilution with a mixture of ice and water, the expected product is filtered of... The reactants are B(Cl)(Cl)Cl (boron trichloride), B(Cl)(Cl)Cl (boron trichloride), C(C1=CC=CC=C1)OC(=O)N1CCN(C(CC1)=O)[C@@H](CCOCC1=CC=CC=C1)C(=O)OC (4-((S)-3-benzyloxy-1-methoxycarbonyl-propyl)-5-oxo-[1,4]diazepane-1-carboxylic acid benzyl ester), C1(=CC=CC=C1)C (toluene), B(Cl)(Cl)Cl (boron trichloride). The solvent is ClCCl (dichloromethane). Run at time 6.5 hour. Yields the product C(C1=CC=CC=C1)OC(=O)N1CCN(C(CC1)=O)[C@@H](CCO)C(=O)OC (4-((S)-3-Hydroxy-1-methoxycarbonyl-propyl)-5-oxo-[1,4]diazepane-1-carboxylic acid benzyl ester). Yield: 74.3%. As a reaction SMILES: [CH2:1]([O:8][C:9]([N:11]1[CH2:17][CH2:16][C:15](=[O:18])[N:14]([C@H:19]([C:30]([O:32][CH3:33])=[O:31])[CH2:20][CH2:21][O:22]CC2C=CC=CC=2)[CH2:13][CH2:12]1)=[O:10])[C:2]1[CH:7]=[CH:6][CH:5]=[CH:4][CH:3]=1.C1(C)C=CC=CC=1.B(Cl)(Cl)Cl>ClCCl>[CH2:1]([O:8][C:9]([N:11]1[CH2:17][CH2:16][C:15](=[O:18])[N:14]([C@H:19]([C:30]([O:32][CH3:33])=[O:31])[CH2:20][CH2:21][OH:22])[CH2:13][CH2:12]1)=[O:10])[C:2]1[CH:3]=[CH:4][CH:5]=[CH:6][CH:7]=1. Procedure details: A solution of 0.50 g (1.10 mmol) of 4-((S)-3-benzyloxy-1-methoxycarbonyl-propyl)-5-oxo-[1,4]diazepane-1-carboxylic acid benzyl ester (evaporated twice with toluene) in 9 ml dichloromethane was treated with 1.10 ml (1.10 mmol, 1 M in dichloromethane) of boron trichloride. The solution was stirred 6.5 h at room temperature, cooled (0° C.) and treated with 0.99 ml (0.90 mmol, 1 M in dichloromethane) of boron trichloride, after 15 h at room temperature, additional 0.28 ml (0.28 mmol, 1 M in dichloro... Starting materials: N(=O)OCCC(C)C (isoamyl nitrite), CSSC (dimethyl disulfide), BrC1=C(N)C=CC(=C1)Br (2,4-dibromoaniline). Reaction conditions: temperature 85 celsius. Yields the product BrC1=C(C=CC(=C1)Br)SC (2,4-dibromothioanisole). The yield is 18.4%. Reaction SMILES: N(OCCC(C)C)=O.CS[S:11][CH3:12].[Br:13][C:14]1[CH:20]=[C:19]([Br:21])[CH:18]=[CH:17][C:15]=1N>>[Br:13][C:14]1[CH:20]=[C:19]([Br:21])[CH:18]=[CH:17][C:15]=1[S:11][CH3:12]. Procedure details: A solution of isoamyl nitrite (8.06 mL, 60 mmol) in dimethyl disulfide (36.02 mL, 400 mmol) at 25° C. was slowly treated with 2,4-dibromoaniline (4.8 g, 20 mmol). The reaction was exothermic with gas evolution. The resulting brown reaction mixture was heated to 80-90° C. for 2 h, at which time, thin layer chromatography analysis of the reaction mixture indicated the absence of starting material. The reaction mixture was cooled to 25° C. and then concentrated in vacuo. The resulting residue was d... The reactants are CC(C)(C)c1csc(-c2cc3cc(OCc4ccccc4CCl)ccc3o2)n1, Cc1ccccc1, N#C[K], O. The product is CC(C)(C)c1csc(-c2cc3cc(OCc4ccccc4CC#N)ccc3o2)n1. RXN SMILES: [C:1]([CH3:2])([CH3:3])([CH3:4])[c:5]1[n:6][c:7](-[c:10]2[o:11][c:12]3[c:13]([cH:14]2)[cH:15][c:16]([O:19][CH2:20][c:21]2[c:22]([CH2:27][Cl:28])[cH:23][cH:24][cH:25][cH:26]2)[cH:17][cH:18]3)[s:8][cH:9]1.[CH3:32][c:33]1[cH:34][cH:35][cH:36][cH:37][cH:38]1.[K:29][C:30]#[N:31].[OH2:39]>>[C:1]([CH3:2])([CH3:3])([CH3:4])[c:5]1[n:6][c:7](-[c:10]2[o:11][c:12]3[c:13]([cH:14]2)[cH:15][c:16]([O:19][CH2:20][c:21]2[c:22]([CH2:27][C:30]#[N:31])[cH:23][cH:24][cH:25][cH:26]2)[cH:17][cH:18]3)[s:8][cH:9]1. The reactants are COC1=CC=C(C=C1)C=1N=NC(=CC1C1=CC=C(C=C1)OC)Cl (3,4-bis(4-methoxyphenyl)-6-chloropyridazine), FC1=C(C=CC(=C1)F)O (2,4-difluorophenol). The product is COC1=CC=C(C=C1)C=1N=NC(=CC1C1=CC=C(C=C1)OC)OC1=C(C=C(C=C1)F)F (3,4-bis(4-methoxyphenyl)-6-(2,4-difluorophenoxy)pyridazine), powder. Yield: 52.5%. Reaction SMILES: [CH3:1][O:2][C:3]1[CH:8]=[CH:7][C:6]([C:9]2[N:10]=[N:11][C:12](Cl)=[CH:13][C:14]=2[C:15]2[CH:20]=[CH:19][C:18]([O:21][CH3:22])=[CH:17][CH:16]=2)=[CH:5][CH:4]=1.[F:24][C:25]1[CH:30]=[C:29]([F:31])[CH:28]=[CH:27][C:26]=1[OH:32]>>[CH3:1][O:2][C:3]1[CH:8]=[CH:7][C:6]([C:9]2[N:10]=[N:11][C:12]([O:32][C:26]3[CH:27]=[CH:28][C:29]([F:31])=[CH:30][C:25]=3[F:24])=[CH:13][C:14]=2[C:15]2[CH:20]=[CH:19][C:18]([O:21][CH3:22])=[CH:17][CH:16]=2)=[CH:5][CH:4]=1. Procedure: In a similar manner as in Example 2, 3,4-bis(4-methoxyphenyl)-6-chloropyridazine (200 mg, 0.613 mmol) and 2,4-difluorophenol were reacted as starting materials at 120° C. for 13 hours and post-treatment was then conducted, whereby the title compound was obtained as a colorless crystalline powder (136 mg, 52.5%). Melting point: 141.7-142.5° C. (diethyl ether-hexane).